Dataset: the Open Reaction Database (ORD), a public repository of structured organic reaction records. Task: describe an organic reaction: reactants, conditions, products, and yield Starting materials: Br, O=C(Cc1ccccc1)c1cccnc1, CS(C)=O, Cl, O. The product is O=C(C(=O)c1cccnc1)c1ccccc1. RXN SMILES: [BrH:17].[CH2:2]([c:3]1[cH:4][cH:5][cH:6][cH:7][cH:8]1)[C:9](=[O:10])[c:11]1[cH:12][n:13][cH:14][cH:15][cH:16]1.[CH3:19][S:20](=[O:21])[CH3:22].[ClH:1].[OH2:18]>>[C:2]([c:3]1[cH:4][cH:5][cH:6][cH:7][cH:8]1)([C:9](=[O:10])[c:11]1[cH:12][n:13][cH:14][cH:15][cH:16]1)=[O:18]. Product: CCc1ccccc1Nc1c(C(N)=O)cnc2cc(OCCN3CCNCC3)c(OC)cc12. As a reaction SMILES: [CH2:41]([CH3:42])[c:43]1[c:44]([NH:45][c:46]2[c:47]([C:59](=[O:60])[NH2:61])[cH:48][n:49][c:50]3[cH:51][c:52]([OH:58])[c:53]([O:56][CH3:57])[cH:54][c:55]23)[cH:62][cH:63][cH:64][cH:65]1.[CH2:69]1[O:70][CH2:71][CH2:72][CH2:73]1.[Cl:66][CH2:67][Cl:68].[O:29]=[C:30]([O:31][CH2:32][CH3:33])[N:34]=[N:35][C:36]([O:37][CH2:38][CH3:39])=[O:40].[OH:20][CH2:21][CH2:22][N:23]1[CH2:24][CH2:25][NH:26][CH2:27][CH2:28]1.[c:1]1([P:2]([c:3]2[cH:4][cH:5][cH:6][cH:7][cH:8]2)[c:9]2[cH:10][cH:11][cH:12][cH:13][cH:14]2)[cH:15][cH:16][cH:17][cH:18][cH:19]1>>[O:20]([CH2:21][CH2:22][N:23]1[CH2:24][CH2:25][NH:26][CH2:27][CH2:28]1)[c:52]1[cH:51][c:50]2[n:49][cH:48][c:47]([C:59](=[O:60])[NH2:61])[c:46]([NH:45][c:44]3[c:43]([CH2:41][CH3:42])[cH:65][cH:64][cH:63][cH:62]3)[c:55]2[cH:54][c:53]1[O:56][CH3:57]. Reactants: CCc1ccccc1Nc1c(C(N)=O)cnc2cc(O)c(OC)cc12, C1CCOC1, ClCCl, CCOC(=O)N=NC(=O)OCC, OCCN1CCNCC1, c1ccc(P(c2ccccc2)c2ccccc2)cc1. Reactants: IC (Iodomethane), C([O-])([O-])=O.[Cs+].[Cs+] (cesium carbonate), C1(=CC=C(C=C1)CN1C(NC2=C1C=C(C(=C2F)I)F)=S)C2=CC=CC=C2 (1-(biphenyl-4-ylmethyl)-4,6-difluoro-5-iodo-1,3-dihydro-2H-benzimidazole-2-thione). The solvent is C1CCOC1 (THF). Yields the product EtOAc hexanes, C1(=CC=C(C=C1)CN1C(=NC2=C1C=C(C(=C2F)I)F)SC)C2=CC=CC=C2 (1-(biphenyl-4-ylmethyl)-4,6-difluoro-5-iodo-2-(methylthio)-1H-benzimidazole). The yield is 15.0%. Reaction SMILES: I[CH3:2].C(=O)([O-])[O-].[Cs+].[Cs+].[C:9]1([C:29]2[CH:34]=[CH:33][CH:32]=[CH:31][CH:30]=2)[CH:14]=[CH:13][C:12]([CH2:15][N:16]2[C:20]3[CH:21]=[C:22]([F:27])[C:23]([I:26])=[C:24]([F:25])[C:19]=3[NH:18][C:17]2=[S:28])=[CH:11][CH:10]=1>C1COCC1>[C:9]1([C:29]2[CH:30]=[CH:31][CH:32]=[CH:33][CH:34]=2)[CH:14]=[CH:13][C:12]([CH2:15][N:16]2[C:20]3[CH:21]=[C:22]([F:27])[C:23]([I:26])=[C:24]([F:25])[C:19]=3[N:18]=[C:17]2[S:28][CH3:2])=[CH:11][CH:10]=1 |f:1.2.3|. Reported procedure: Iodomethane (2 Min methyl-tert-butyl ether, 22.87 mL, 45.7 mmol) was added to a solution of cesium carbonate (14.9 g, 45.7 mmol) and 1-(biphenyl-4-ylmethyl)-4,6-difluoro-5-iodo-1,3-dihydro-2H-benzimidazole-2-thione (10.94 g, 22.87 mmol) in THF (100 mL). After stirring the reaction at rt overnight, the volatiles were removed. Chromatography of the resulting residue over silica eluting with 15-60% EtOAc/hexanes afforded the desired product as a beige solid. The reactants are BrCC(=O)Br (bromoacetyl bromide), ice water, NC1=CC=C(C(=O)O)C=C1 (4-aminobenzoic acid), CN(C)C=O (DMF), BrCC(=O)Br (Bromoacetyl bromide). Solvent: O1CCOCC1 (dioxane). Reaction conditions: temperature 0 celsius, time 8 hour. Product: BrCC(=O)NC1=CC=C(C(=O)O)C=C1 (4-((Bromoacetyl)amino)benzoic Acid). The yield is 80.3%. As a reaction SMILES: [NH2:1][C:2]1[CH:10]=[CH:9][C:5]([C:6]([OH:8])=[O:7])=[CH:4][CH:3]=1.CN(C=O)C.[Br:16][CH2:17][C:18](Br)=[O:19]>O1CCOCC1>[Br:16][CH2:17][C:18]([NH:1][C:2]1[CH:10]=[CH:9][C:5]([C:6]([OH:8])=[O:7])=[CH:4][CH:3]=1)=[O:19]. Procedure: A solution of 4-aminobenzoic acid (5.0 g, 36 mmol) in a mixture of anhydrous DMF (30 mL) and anhydrous dioxane (30 mL) in a 250 mL 3-necked round-bottomed flask equipped with a constant addition funnel (60 mL) was cooled to 0° C. using an ice-bath. Bromoacetyl bromide (7.27 g, 3.16 mL, 36 mmol) was then added dropwise, keeping the internal temperature between 0° and 5° C. over a 1/2 h period. After the addition of the bromoacetyl bromide was completed, the solution was warmed to rt, stirred over... Reactants: CC=1OC=C(N1)C1=CC=C(C=C1)[N+](=O)[O-] (2-methyl-4-(4-nitrophenyl)oxazole), O.O.Cl[Sn]Cl (SnCl2.2H2O), CCO (EtOH), [OH-].[K+] (KOH). Solvent: O (water). Conditions: time 30 minute. Product: CC=1OC=C(N1)C1=CC=C(N)C=C1 (4-(2-methyloxazol-4-yl)aniline). As a reaction SMILES: [CH3:1][C:2]1[O:3][CH:4]=[C:5]([C:7]2[CH:12]=[CH:11][C:10]([N+:13]([O-])=O)=[CH:9][CH:8]=2)[N:6]=1.O.O.Cl[Sn]Cl.CCO.[OH-].[K+]>O>[CH3:1][C:2]1[O:3][CH:4]=[C:5]([C:7]2[CH:12]=[CH:11][C:10]([NH2:13])=[CH:9][CH:8]=2)[N:6]=1 |f:1.2.3,5.6|. Reported procedure: 2-methyl-4-(4-nitrophenyl)oxazole (J. Heteocyclic Chemistry, 1981, 885)(1.12 g, 5.48 mmol) was added to a refluxing solution of SnCl2.2H2O (6.33 g, 28.1 mmol), conc HCL (10 mL) and EtOH (20 mL). The reaction is stirred for 30 min then cooled to room temperature and poured into a solution of 24 g of KOH in 100 mL of water. The resulting mixture was cooled in an ice bath and stirred for an additional 30 min. The product was collected by filtration as a yellow solid (1.35 g, 83%). LC-MS (M+H): 191 The reactants are COc1cc(NC(=O)CC#N)c(Cl)cc1Cl, CCOC(OCC)OCC, COc1ccc(N)cc1OCCCN1CCN(C)CC1, CC(C)O. The product is COc1cc(NC(=O)C(C#N)=CNc2ccc(OC)c(OCCCN3CCN(C)CC3)c2)c(Cl)cc1Cl. RXN SMILES: [C:1](#[N:2])[CH2:3][C:4](=[O:5])[NH:6][c:7]1[c:8]([Cl:16])[cH:9][c:10]([Cl:15])[c:11]([O:13][CH3:14])[cH:12]1.[CH2:17]([O:18][CH:19]([O:20][CH2:21][CH3:22])[O:23][CH2:24][CH3:25])[CH3:26].[CH3:27][O:28][c:29]1[c:30]([O:36][CH2:37][CH2:38][CH2:39][N:40]2[CH2:41][CH2:42][N:43]([CH3:46])[CH2:44][CH2:45]2)[cH:31][c:32]([NH2:35])[cH:33][cH:34]1.[CH:47]([OH:48])([CH3:49])[CH3:50]>>[C:1](#[N:2])[C:3]([C:4](=[O:5])[NH:6][c:7]1[c:8]([Cl:16])[cH:9][c:10]([Cl:15])[c:11]([O:13][CH3:14])[cH:12]1)=[CH:17][NH:35][c:32]1[cH:31][c:30]([O:36][CH2:37][CH2:38][CH2:39][N:40]2[CH2:41][CH2:42][N:43]([CH3:46])[CH2:44][CH2:45]2)[c:29]([O:28][CH3:27])[cH:34][cH:33]1. The reactants are N#Cc1cc(Cl)cc(Oc2c(F)ccc(CBr)c2Cl)c1, CO, ClCCl, N. Yields the product N#Cc1cc(Cl)cc(Oc2c(F)ccc(CN)c2Cl)c1. As a reaction SMILES: [Br:1][CH2:2][c:3]1[c:4]([Cl:20])[c:5]([O:10][c:11]2[cH:12][c:13]([C:14]#[N:15])[cH:16][c:17]([Cl:19])[cH:18]2)[c:6]([F:9])[cH:7][cH:8]1.[CH3:22][OH:23].[Cl:24][CH2:25][Cl:26].[NH3:21]>>[CH2:2]([c:3]1[c:4]([Cl:20])[c:5]([O:10][c:11]2[cH:12][c:13]([C:14]#[N:15])[cH:16][c:17]([Cl:19])[cH:18]2)[c:6]([F:9])[cH:7][cH:8]1)[NH2:21].